This data is from the Open Reaction Database (ORD), a public repository of structured organic reaction records. The task is: describe an organic reaction: reactants, conditions, products, and yield Reactants: CS(C)=O, FC(F)(F)I, [Fe], OO, O=S(=O)(O)O, O=c1cc[nH]c(=O)[nH]1. Yields the product O=c1[nH]cc(C(F)(F)F)c(=O)[nH]1. Reaction SMILES: [CH3:22][S:23](=[O:24])[CH3:25].[F:14][C:15]([F:16])([F:17])[I:18].[Fe:21].[OH:19][OH:20].[S:9](=[O:10])(=[O:11])([OH:12])[OH:13].[nH:1]1[c:2](=[O:3])[nH:4][c:5](=[O:6])[cH:7][cH:8]1>>[nH:1]1[c:2](=[O:3])[nH:4][c:5](=[O:6])[c:7]([C:15]([F:14])([F:16])[F:17])[cH:8]1. Starting materials: C(C)(C)(C)[Si](N1C(CC1C1=CC=CC=C1)=O)(C)C (1-(tert-Butyl-dimethyl-silanyl)-4-phenyl-azetidin-2-one), BrCCC(C)Br (1,3-dibromobutane), [NH4+].[Cl-] (NH4Cl), C(C)NCC (diethylamine), [Li]CCCC (nBuLi). Solvent: C1CCOC1 (THF), C1CCOC1 (THF). Reaction conditions: time 20 minute. Product: BrC(CCC1C(N(C1C1=CC=CC=C1)[Si](C)(C)C(C)(C)C)=O)C ((+/−)-3-(3-Bromo-butyl)-1-(tert-butyl-dimethyl-silanyl)-4-phenyl-azetidin-2-one). Isolated yield 68.0%. As a reaction SMILES: C(NCC)C.[Li]CCCC.[C:11]([Si:15]([CH3:28])([CH3:27])[N:16]1[CH:19]([C:20]2[CH:25]=[CH:24][CH:23]=[CH:22][CH:21]=2)[CH2:18][C:17]1=[O:26])([CH3:14])([CH3:13])[CH3:12].Br[CH2:30][CH2:31][CH:32]([Br:34])[CH3:33].[NH4+].[Cl-]>C1COCC1>[Br:34][CH:32]([CH3:33])[CH2:31][CH2:30][CH:18]1[CH:19]([C:20]2[CH:21]=[CH:22][CH:23]=[CH:24][CH:25]=2)[N:16]([Si:15]([C:11]([CH3:14])([CH3:13])[CH3:12])([CH3:28])[CH3:27])[C:17]1=[O:26] |f:4.5|. Reported procedure: To diethylamine (4.32 g, 59.0 mmol) in 22 mL of THF at 0° C. was added nBuLi (2.5 M in hexanes; 50.6 mmol, 20.2 mL). After 15 minutes the solution was added via cannula to a −50° C. solution of 1-(tert-Butyl-dimethyl-silanyl)-4-phenyl-azetidin-2-one (11.0 g, 42.2 mmol) in 110 mL of THF. After stirring for 20 minutes, 1,3-dibromobutane was added and the solution was stirred for 1 hour. Saturated aqueous NH4Cl was added and the mixture was warmed to room temperature and extracted once with ether. ... Starting materials: COC(=O)c1ccn2cncc2c1Cl, Cc1ccccc1, CC(C)Oc1cccc(OC(C)C)c1-c1ccccc1P(C1CCCCC1)C1CCCCC1, CSc1ccc(N)c(F)c1, [K+], [K+], [K+], O=C(C=Cc1ccccc1)C=Cc1ccccc1, O=C(C=Cc1ccccc1)C=Cc1ccccc1, O=C(C=Cc1ccccc1)C=Cc1ccccc1, O=P([O-])([O-])[O-], [Pd], [Pd]. The product is COC(=O)c1ccn2cncc2c1Nc1ccc(SC)cc1F. RXN SMILES: [CH3:1][O:2][C:3](=[O:4])[c:5]1[c:6]([Cl:14])[c:7]2[n:8]([cH:9][cH:10]1)[cH:11][n:12][cH:13]2.[CH3:66][c:67]1[cH:68][cH:69][cH:70][cH:71][cH:72]1.[CH:25]1([P:26]([CH:27]2[CH2:28][CH2:29][CH2:30][CH2:31][CH2:32]2)[c:33]2[cH:34][cH:35][cH:36][cH:37][c:38]2-[c:39]2[c:40]([O:41][CH:42]([CH3:43])[CH3:44])[cH:45][cH:46][cH:47][c:48]2[O:49][CH:50]([CH3:51])[CH3:52])[CH2:53][CH2:54][CH2:55][CH2:56][CH2:57]1.[F:15][c:16]1[c:17]([NH2:24])[cH:18][cH:19][c:20]([S:22][CH3:23])[cH:21]1.[K+:63].[K+:64].[K+:65].[O:111]=[C:112]([CH:113]=[CH:114][c:115]1[cH:116][cH:117][cH:118][cH:119][cH:120]1)[CH:121]=[CH:122][c:123]1[cH:124][cH:125][cH:126][cH:127][cH:128]1.[O:75]=[C:76]([CH:77]=[CH:78][c:79]1[cH:80][cH:81][cH:82][cH:83][cH:84]1)[CH:85]=[CH:86][c:87]1[cH:88][cH:89][cH:90][cH:91][cH:92]1.[O:93]=[C:94]([CH:95]=[CH:96][c:97]1[cH:98][cH:99][cH:100][cH:101][cH:102]1)[CH:103]=[CH:104][c:105]1[cH:106][cH:107][cH:108][cH:109][cH:110]1.[P:58]([O-:59])([O-:60])([O-:61])=[O:62].[Pd:73].[Pd:74]>>[CH3:1][O:2][C:3](=[O:4])[c:5]1[c:6]([NH:24][c:17]2[c:16]([F:15])[cH:21][c:20]([S:22][CH3:23])[cH:19][cH:18]2)[c:7]2[n:8]([cH:9][cH:10]1)[cH:11][n:12][cH:13]2. Starting materials: O=C([O-])[O-], CI, [K+], [K+], Nc1c(O)cccc1[N+](=O)[O-], CN(C)C=O, O. Product: COc1cccc([N+](=O)[O-])c1N. Reaction SMILES: [C:12](=[O:13])([O-:14])[O-:15].[CH3:18][I:19].[K+:16].[K+:17].[NH2:1][c:2]1[c:3]([OH:11])[cH:4][cH:5][cH:6][c:7]1[N+:8](=[O:9])[O-:10].[O:21]=[CH:22][N:23]([CH3:24])[CH3:25].[OH2:20]>>[NH2:1][c:2]1[c:3]([O:11][CH3:12])[cH:4][cH:5][cH:6][c:7]1[N+:8](=[O:9])[O-:10]. Starting materials: NCCCN1N=CC2=CC(=CC=C12)C(=O)OCC (1-(3-aminoproply)-5-ethoxycarbonylindazole), I.CSC=1NCCN1 (2-methylthio-4,5-dihydroimidazole hydriodide). Run in N1=CC=CC=C1 (pyridine). Conditions: temperature 80 celsius. Product: I.N1C(=NCC1)NCCCN1N=CC2=CC(=CC=C12)C(=O)OCC (1-[3-(N-4,5-Dihydroimidazol-2-ylamino)propyl]-5-ethoxycarbonylindazole hydriodide). Yield: 75.0%. RXN SMILES: [NH2:1][CH2:2][CH2:3][CH2:4][N:5]1[C:13]2[C:8](=[CH:9][C:10]([C:14]([O:16][CH2:17][CH3:18])=[O:15])=[CH:11][CH:12]=2)[CH:7]=[N:6]1.[IH:19].CS[C:22]1[NH:23][CH2:24][CH2:25][N:26]=1>N1C=CC=CC=1>[IH:19].[NH:26]1[CH2:25][CH2:24][N:23]=[C:22]1[NH:1][CH2:2][CH2:3][CH2:4][N:5]1[C:13]2[C:8](=[CH:9][C:10]([C:14]([O:16][CH2:17][CH3:18])=[O:15])=[CH:11][CH:12]=2)[CH:7]=[N:6]1 |f:1.2,4.5|. Procedure details: The crude product of Example 1198 Part A was combined with 2-methylthio-4,5-dihydroimidazole hydriodide (2.71 g, 11.1 mmol) and pyridine (125 mL), and the mixture was heated at 80° C. for 5 h. The mixture was allowed to cool to room temperature and concentrated under vacuum. The residue was purified by flash chromatography (dichloromethane:methanol 80:20) to provide the title product (3.73 g, 75%) as a gum: 1H NMR (DMSO-d6) δ 8.50 (s, 1H), 8.30 (s, 1H), 8.24 (bs, 1H), 7.98 (d, 1H), 7.75 (d, 1H),... Reactants: O=C1N(CN(C12CCNCC2)C2=CC=CC=C2)CC=2C=C(C(=O)OC(C)(C)C)C=CC2 (tert-butyl 3-((4-oxo-1-phenyl-1,3,8-triazaspiro[4.5]decan-3-yl)methyl)benzoate), ClCCCN1C(C(C2=CC=CC=C12)(C)C)=O (1-(3-chloropropyl)-3,3-dimethylindolin-2-one), [I-].[Na+] (sodium iodide), C([O-])([O-])=O.[K+].[K+] (potassium carbonate). The solvent is CC(CC)=O (2-butanone). Reaction conditions: temperature 81 celsius, time 16 hour. The product is CC1(C(N(C2=CC=CC=C12)CCCN1CCC2(C(N(CN2C2=CC=CC=C2)CC=2C=C(C(=O)OC(C)(C)C)C=CC2)=O)CC1)=O)C (tert-butyl 3-((8-(3-(3,3-dimethyl-2-oxoindolin-1-yl)propyl)-4-oxo-1-phenyl-1,3,8-triazaspiro[4.5]decan-3-yl)methyl)benzoate). Yield: 47.5%. Reaction SMILES: [O:1]=[C:2]1[C:6]2([CH2:11][CH2:10][NH:9][CH2:8][CH2:7]2)[N:5]([C:12]2[CH:17]=[CH:16][CH:15]=[CH:14][CH:13]=2)[CH2:4][N:3]1[CH2:18][C:19]1[CH:20]=[C:21]([CH:29]=[CH:30][CH:31]=1)[C:22]([O:24][C:25]([CH3:28])([CH3:27])[CH3:26])=[O:23].Cl[CH2:33][CH2:34][CH2:35][N:36]1[C:44]2[C:39](=[CH:40][CH:41]=[CH:42][CH:43]=2)[C:38]([CH3:46])([CH3:45])[C:37]1=[O:47].[I-].[Na+].C(=O)([O-])[O-].[K+].[K+]>CC(=O)CC>[CH3:46][C:38]1([CH3:45])[C:39]2[C:44](=[CH:43][CH:42]=[CH:41][CH:40]=2)[N:36]([CH2:35][CH2:34][CH2:33][N:9]2[CH2:10][CH2:11][C:6]3([N:5]([C:12]4[CH:13]=[CH:14][CH:15]=[CH:16][CH:17]=4)[CH2:4][N:3]([CH2:18][C:19]4[CH:20]=[C:21]([CH:29]=[CH:30][CH:31]=4)[C:22]([O:24][C:25]([CH3:28])([CH3:26])[CH3:27])=[O:23])[C:2]3=[O:1])[CH2:7][CH2:8]2)[C:37]1=[O:47] |f:2.3,4.5.6|. Reported procedure: A mixture of tert-butyl 3-((4-oxo-1-phenyl-1,3,8-triazaspiro[4.5]decan-3-yl)methyl)benzoate (300 mg, 0.71 mmol, 1 equiv), 1-(3-chloropropyl)-3,3-dimethylindolin-2-one (200.8 mg, 0.71 mmol, 1 equiv), sodium iodide (42.7 mg, 0.285 mmol, 0.4 equiv), and potassium carbonate (295.2 mg, 2.136 mmol, 3 equiv) in 2-butanone was stirred at 81° C. for 16 h. After cooling the reaction mixture, the crude mixture was partitioned between ethyl acetate and water. The organic layer was dried over MgSO4, filtered... Starting materials: CN1C(=NCC1)C1=CC=C(C=C1)NC(C(NC(=O)NC1=CC=C(C=C1)Cl)(OCC1=CC=CC=C1)C=C=O)=O (N-[4-(1-methyl-4,5-dihydro-1H-imidazol-2-yl)phenyl]-2-benzyloxy-carbonylmethyl-2-(4-chlorophenylaminocarbonylamino)-acetamide), [OH-].[Na+] (NaOH). Run in CO (MeOH). Run at time 8 hour. The product is CN1C(=NCC1)C1=CC=C(C=C1)NC(C(NC(=O)NC1=CC=C(C=C1)Cl)CC(=O)O)=O (N-[4-(1-methyl-4,5-dihydro-1H-imidazol-2-yl)phenyl]-2-carboxymethyl-2-(4-chlorophenylaminocarbonylamino)-acetamide). Reaction SMILES: [CH3:1][N:2]1[CH2:6][CH2:5][N:4]=[C:3]1[C:7]1[CH:12]=[CH:11][C:10]([NH:13][C:14](=[O:38])[C:15]([CH:35]=[C:36]=[O:37])(OCC2C=CC=CC=2)[NH:16][C:17]([NH:19][C:20]2[CH:25]=[CH:24][C:23]([Cl:26])=[CH:22][CH:21]=2)=[O:18])=[CH:9][CH:8]=1.[OH-:39].[Na+]>CO>[CH3:1][N:2]1[CH2:6][CH2:5][N:4]=[C:3]1[C:7]1[CH:12]=[CH:11][C:10]([NH:13][C:14](=[O:38])[CH:15]([CH2:35][C:36]([OH:37])=[O:39])[NH:16][C:17]([NH:19][C:20]2[CH:25]=[CH:24][C:23]([Cl:26])=[CH:22][CH:21]=2)=[O:18])=[CH:9][CH:8]=1 |f:1.2|. Procedure: To a solution of (2S) N-[4-(1-methyl-4,5-dihydro-1H-imidazol-2-yl)phenyl]-2-benzyloxycarbonylmethyl-2-(4-chlorophenylaminocarbonylamino)-acetamide (from EXAMPLE 59, 60 mg, 0.11 mmol) in MeOH (3 mL) at room temperature, 1N aq. NaOH (0.50 mL) was added. After being stirred at room temperature overnight, the mixture was concentrated in vacuo. The residue (after being neutralized to acidic with TFA) was purified by HPLC to give the titled compound as a powder (26 mg). MS